Task: describe an organic reaction: reactants, conditions, products, and yield. Dataset: the Open Reaction Database (ORD), a public repository of structured organic reaction records Reactants: FC1=C(C=CC(=C1)I)NC1=C(C(=O)NN)C=CN=C1 (3-(2-Fluoro-4-iodo-phenylamino)-isonicotinic acid hydrazide), C(S)S (dithiomethane), [OH-].[K+] (potassium hydroxide). Solvent: CO (methanol). Conditions: temperature 60 celsius, time 7 hour. Yields the product FC1=C(C=CC(=C1)I)NC=1C=NC=CC1C1=NNC(O1)=S (5-[3-(2-Fluoro-4-iodo-phenylamino)-pyridin-4-yl]-3H-[1,3,4]oxadiazole-2-thione). RXN SMILES: [F:1][C:2]1[CH:7]=[C:6]([I:8])[CH:5]=[CH:4][C:3]=1[NH:9][C:10]1[CH:19]=[N:18][CH:17]=[CH:16][C:11]=1[C:12]([NH:14][NH2:15])=[O:13].[CH2:20](S)[SH:21].[OH-].[K+]>CO>[F:1][C:2]1[CH:7]=[C:6]([I:8])[CH:5]=[CH:4][C:3]=1[NH:9][C:10]1[CH:19]=[N:18][CH:17]=[CH:16][C:11]=1[C:12]1[O:13][C:20](=[S:21])[NH:15][N:14]=1 |f:2.3|. Procedure details: To a solution of 3-(2-Fluoro-4-iodo-phenylamino)-isonicotinic acid hydrazide (744 mg, 2.ommol) in methanol (15 mL) were added dithiomethane (0.22 mL, 4.66 mmol), followed by potassium hydroxide (2.51 mL, 2.13 mmol). The reaction mixture was stirred at 60° C. for 7 h. The solvent was evaporated and the residue was dissolved in ethyl acetate (50 mL), washed with Brine (15 mL×3), dried over anhydrous MgSO4, filtered, removed off solvent. Residue was subjected to silica gel column (EtOAc:Hexane=1:1)... Starting materials: C1(=CC=CC=C1)C=1C=NC=C(C1)C=NOCCO (2-(3-phenyl-5-pyridylmethyleneaminooxy)ethanol), N(=NC(=O)OCC)C(=O)OCC (diethyl azodicarboxylate), OC1=CC=C(CC2C(N(C(S2)=O)C(C2=CC=CC=C2)(C2=CC=CC=C2)C2=CC=CC=C2)=O)C=C1 (5-(4-hydroxybenzyl)-3-tritylthiazolidine-2,4-dione), C1(=CC=CC=C1)P(C1=CC=CC=C1)C1=CC=CC=C1 (triphenylphosphine). Product: C1(=CC=CC=C1)C=1C=NC=C(C1)C=NOCCOC1=CC=C(CC2C(N(C(S2)=O)C(C2=CC=CC=C2)(C2=CC=CC=C2)C2=CC=CC=C2)=O)C=C1 (5-{4-[2-(3-Phenyl-5-pyridylmethyleneaminooxy)-ethoxy]benzyl}-3-tritylthiazolidine-2,4-dione). The yield is 72.8%. Reaction SMILES: [C:1]1([C:7]2[CH:8]=[N:9][CH:10]=[C:11]([CH:13]=[N:14][O:15][CH2:16][CH2:17][OH:18])[CH:12]=2)[CH:6]=[CH:5][CH:4]=[CH:3][CH:2]=1.O[C:20]1[CH:52]=[CH:51][C:23]([CH2:24][CH:25]2[S:29][C:28](=[O:30])[N:27]([C:31]([C:44]3[CH:49]=[CH:48][CH:47]=[CH:46][CH:45]=3)([C:38]3[CH:43]=[CH:42][CH:41]=[CH:40][CH:39]=3)[C:32]3[CH:37]=[CH:36][CH:35]=[CH:34][CH:33]=3)[C:26]2=[O:50])=[CH:22][CH:21]=1.C1(P(C2C=CC=CC=2)C2C=CC=CC=2)C=CC=CC=1.N(C(OCC)=O)=NC(OCC)=O>>[C:1]1([C:7]2[CH:8]=[N:9][CH:10]=[C:11]([CH:13]=[N:14][O:15][CH2:16][CH2:17][O:18][C:20]3[CH:52]=[CH:51][C:23]([CH2:24][CH:25]4[S:29][C:28](=[O:30])[N:27]([C:31]([C:44]5[CH:49]=[CH:48][CH:47]=[CH:46][CH:45]=5)([C:38]5[CH:39]=[CH:40][CH:41]=[CH:42][CH:43]=5)[C:32]5[CH:37]=[CH:36][CH:35]=[CH:34][CH:33]=5)[C:26]4=[O:50])=[CH:22][CH:21]=3)[CH:12]=2)[CH:2]=[CH:3][CH:4]=[CH:5][CH:6]=1. Procedure: Following a procedure similar to that described in Example 1(a), but using 354 mg of 2-(3-phenyl-5-pyridylmethyleneaminooxy)ethanol (prepared as described in Preparation 11), 510 mg of 5-(4-hydroxybenzyl)-3-tritylthiazolidine-2,4-dione, 383 mg of triphenylphosphine and 255 mg of diethyl azodicarboxylate, 550 mg of the title compound were obtained as a foam-like solid. The reactants are C, COc1nc(OC)nc(OC(C(=O)OCc2ccccc2)C(C)(C)C)n1, CC(=O)O, CCO, [H][H], [Pd]. The product is COc1nc(OC)nc(OC(C(=O)O)C(C)(C)C)n1. Reaction SMILES: [C:33].[CH3:1][C:2]([CH:3]([C:4](=[O:5])[O:6][CH2:7][c:8]1[cH:9][cH:10][cH:11][cH:12][cH:13]1)[O:14][c:15]1[n:16][c:17]([O:23][CH3:24])[n:18][c:19]([O:21][CH3:22])[n:20]1)([CH3:25])[CH3:26].[CH3:27][C:28](=[O:29])[OH:30].[CH3:35][CH2:36][OH:37].[H:31][H:32].[Pd:34]>>[CH3:1][C:2]([CH:3]([C:4](=[O:5])[OH:6])[O:14][c:15]1[n:16][c:17]([O:23][CH3:24])[n:18][c:19]([O:21][CH3:22])[n:20]1)([CH3:25])[CH3:26]. Starting materials: liquid, N (ammonia), Cl.CON=CC1=CC(=C(C=C1)O)OC (4-methoxyiminomethyl-2-methoxyphenol hydrochloride). Run in CO (methanol). Run at time 8 hour. Yields the product C(N)(=N)C1=CC(=C(C=C1)O)OC (4-amidino-2-methoxyphenol). RXN SMILES: [NH3:1].Cl.CO[N:5]=[CH:6][C:7]1[CH:12]=[CH:11][C:10]([OH:13])=[C:9]([O:14][CH3:15])[CH:8]=1>CO>[C:6]([C:7]1[CH:12]=[CH:11][C:10]([OH:13])=[C:9]([O:14][CH3:15])[CH:8]=1)(=[NH:5])[NH2:1] |f:1.2|. Procedure: To a mixture of 100 ml of anhydrous methanol and about 50 ml of liquid ammonia, was added slowly 8.7 g of 4-methoxyiminomethyl-2-methoxyphenol hydrochloride. The mixture was stirred overnight at room temperature. The colorless crystals precipitated from the reaction mixture were collected by filtration, washed thoroughly with methanol, and dried to obtain 7.4 g of 4-amidino-2-methoxyphenol. The reactants are CCOC(=O)C.CCCCCC (EtOAc hexane), Cl.ClC=1C=C(C=CC1)NC(=O)N(CCCCC)CC1=CN=CN1CC1=CC=C(C=C1)C#N (N-(3-chlorophenyl)--N'-[1-(4-cyanobenzyl)-5-imidazolylmethyl]--N'-(n-pentyl)urea hydrochloride), [H-].[Na+] (NaH), IC (iodomethane). Solvent: O (water), CN(C)C=O (DMF). Conditions: temperature 0 celsius, time 15 minute. Product: Cl.ClC=1C=C(C=CC1)N(C(=O)N(CCCCC)CC1=CN=CN1CC1=CC=C(C=C1)C#N)C (N- (3 -chlorophenyl)-N-methyl-N'- [1-(4-cyanobenzyl)-5 -imidazolylmethyl]- N'-(n-pentyl)urea hydrochloride). RXN SMILES: Cl.[Cl:2][C:3]1[CH:4]=[C:5]([NH:9][C:10]([N:12]([CH2:18][C:19]2[N:23]([CH2:24][C:25]3[CH:30]=[CH:29][C:28]([C:31]#[N:32])=[CH:27][CH:26]=3)[CH:22]=[N:21][CH:20]=2)[CH2:13][CH2:14][CH2:15][CH2:16][CH3:17])=[O:11])[CH:6]=[CH:7][CH:8]=1.[H-].[Na+].IC.[CH3:37]COC(C)=O.CCCCCC>CN(C=O)C.O>[ClH:2].[Cl:2][C:3]1[CH:4]=[C:5]([N:9]([CH3:37])[C:10]([N:12]([CH2:18][C:19]2[N:23]([CH2:24][C:25]3[CH:26]=[CH:27][C:28]([C:31]#[N:32])=[CH:29][CH:30]=3)[CH:22]=[N:21][CH:20]=2)[CH2:13][CH2:14][CH2:15][CH2:16][CH3:17])=[O:11])[CH:6]=[CH:7][CH:8]=1 |f:0.1,2.3,5.6,9.10|. Reported procedure: To a solution of urea 1 (remaining half of crude product prepared above) in 1 mL of dry DMF at 0° C. was added NaH (14 mg, 60% dispersion in mineral oil). After 15 minutes, iodomethane (0.029 mL) was added dropwise. The reaction was stirred at 0° C. for four hours, then poured into EtOAc/hexane (2:1) and water, washed with sat. aq. NaHCO3 and brine, dried (Na2SO4), filtered, and concentrated in vacuo to provide a purple oil. This material was purified by silica gel chromatography (2-5% MeOH/CH2C...